From a dataset of the Open Reaction Database (ORD), a public repository of structured organic reaction records. describe an organic reaction: reactants, conditions, products, and yield Starting materials: O=C(/C=C/C1=CC=C(C(=O)OC)C=C1)N1C(C=2NC3=CC=CC=C3C2CC1)C1=CC2=C(C=C1)OCO2 ((E)-4-[3-Oxo-3-[1-(3,4-methylenedioxyphenyl)-1,3,4,9-tetrahydro-β-carbolin-2-yl]-propenyl]benzoic Acid, Methyl Ester), N (ammonia). Run in CO (MeOH). Reaction conditions: temperature 35 celsius, time 2 day. Product: O=C(/C=C/C1=CC=C(C(=O)N)C=C1)N1C(C=2NC3=CC=CC=C3C2CC1)C1=CC2=C(C=C1)OCO2 ((E)-4-[3-Oxo-3-[1-(3,4-methylenedioxyphenyl)-1,3,4,9-tetrahydro-β-carbolin-2-yl]propenyl]benzamide). Isolated yield 13.0%. Reaction SMILES: [O:1]=[C:2]([N:15]1[CH2:27][CH2:26][C:25]2[C:24]3[C:19](=[CH:20][CH:21]=[CH:22][CH:23]=3)[NH:18][C:17]=2[CH:16]1[C:28]1[CH:33]=[CH:32][C:31]2[O:34][CH2:35][O:36][C:30]=2[CH:29]=1)/[CH:3]=[CH:4]/[C:5]1[CH:14]=[CH:13][C:8]([C:9](OC)=[O:10])=[CH:7][CH:6]=1.[NH3:37]>CO>[O:1]=[C:2]([N:15]1[CH2:27][CH2:26][C:25]2[C:24]3[C:19](=[CH:20][CH:21]=[CH:22][CH:23]=3)[NH:18][C:17]=2[CH:16]1[C:28]1[CH:33]=[CH:32][C:31]2[O:34][CH2:35][O:36][C:30]=2[CH:29]=1)/[CH:3]=[CH:4]/[C:5]1[CH:14]=[CH:13][C:8]([C:9]([NH2:37])=[O:10])=[CH:7][CH:6]=1. Procedure details: Into a solution of Example 28 (0.2 g, 0.4 mmol) in 50 mL of MeOH was bubbled ammonia and the resulting mixture was stirred at 35° C. for two days. The mixture was concentrated in vacuo to give a residue which was washed with 2×30 mL of water. Extraction, drying over MgSO4 and concentration in vacuo gave a residue that was purified via radial chromatography using DCM:MeOH (90:10) as eluting solvent and via preparative chromatography (20×20- cm plate, 0.5 mm, SiO2) using the same eluant. The title...